From a dataset of the Open Reaction Database (ORD), a public repository of structured organic reaction records. describe an organic reaction: reactants, conditions, products, and yield The reactants are [Cl-].O[NH3+] (hydroxylammonium chloride), C(O)([O-])=O.[Na+] (sodium hydrogencarbonate), CS(=O)C (dimethyl sulfoxide), C(C)C1=CC2=C(N(C(N(C2=O)CC(=O)C2=CC3=CC=CC=C3C=C2)=O)CC2=CC=C(C=C2)C=2C(=CC=CC2)C#N)S1 (4′-{[6-ethyl-3-[2-(2-naphthyl)-2-oxoethyl]-2,4-dioxo-3,4-dihydrothieno[2,3-d]pyrimidin-1(2H)-yl]methyl}biphenyl-2-carbonitrile). The solvent is C(Cl)(Cl)Cl (chloroform). Run at temperature 40 celsius, time 30 minute. Yields the product C(C)C1=CC2=C(N(C(N(C2=O)CC(=O)C2=CC3=CC=CC=C3C=C2)=O)CC2=CC=C(C=C2)C2=C(C=CC=C2)C2=NOC(N2)=O)S1 (6-ethyl-3-[2-(2-naphthyl)-2-oxoethyl]-1-{[2′-(5-oxo-4,5-dihydro-1,2,4-oxadiazol-3-yl)biphenyl-4-yl]methyl}thieno[2,3-d]pyrimidine-2,4(1H,3H)-dione). Isolated yield 28.0%. As a reaction SMILES: [Cl-].O[NH3+:3].[C:4](=[O:7])([O-])[OH:5].[Na+].CS(C)=O.[CH2:13]([C:15]1[S:53][C:18]2[N:19]([CH2:38][C:39]3[CH:44]=[CH:43][C:42]([C:45]4[C:46]([C:51]#[N:52])=[CH:47][CH:48]=[CH:49][CH:50]=4)=[CH:41][CH:40]=3)[C:20](=[O:37])[N:21]([CH2:24][C:25]([C:27]3[CH:36]=[CH:35][C:34]4[C:29](=[CH:30][CH:31]=[CH:32][CH:33]=4)[CH:28]=3)=[O:26])[C:22](=[O:23])[C:17]=2[CH:16]=1)[CH3:14]>C(Cl)(Cl)Cl>[CH2:13]([C:15]1[S:53][C:18]2[N:19]([CH2:38][C:39]3[CH:44]=[CH:43][C:42]([C:45]4[CH:50]=[CH:49][CH:48]=[CH:47][C:46]=4[C:51]4[NH:3][C:4](=[O:7])[O:5][N:52]=4)=[CH:41][CH:40]=3)[C:20](=[O:37])[N:21]([CH2:24][C:25]([C:27]3[CH:36]=[CH:35][C:34]4[C:29](=[CH:30][CH:31]=[CH:32][CH:33]=4)[CH:28]=3)=[O:26])[C:22](=[O:23])[C:17]=2[CH:16]=1)[CH3:14] |f:0.1,2.3|. Procedure details: A mixture of hydroxylammonium chloride (0.83 g), sodium hydrogencarbonate (1.26 g) and dimethyl sulfoxide (10 mL) was stirred at 40° C. for 30 min, 4′-{[6-ethyl-3-[2-(2-naphthyl)-2-oxoethyl]-2,4-dioxo-3,4-dihydrothieno[2,3-d]pyrimidin-1(2H)-yl]methyl}biphenyl-2-carbonitrile (0.84 g) was added, and the mixture was stirred at 90° C. for 16 hr. The reaction mixture was diluted with chloroform, washed successively with water and saturated brine, and dried over anhydrous magnesium sulfate. The solven... Starting materials: [Li] (lithium), C(C)(C)NC(C)C (diisopropylamine), C=CC1=CC=CC=C1 (styrene), [Li] (lithium), BrCCCCCCOC1=CC=C(C#N)C=C1 (4-(6-Bromohexyloxy)benzonitrile), CC1=NOC(=C1)C (3,5-Dimethylisoxazole). Solvent: O1CCCC1 (tetrahydrofuran), O1CCCC1 (tetrahydrofuran), O1CCCC1 (tetrahydrofuran). Conditions: temperature 25 celsius. Product: C(#N)C1=CC=C(OCCCCCCCC2=CC(=NO2)C)C=C1 (5-[7-(4-cyanophenoxy)heptyl]-3-methylisoxazole). The yield is 30.7%. RXN SMILES: [Li].C(NC(C)C)(C)C.C=CC1C=CC=CC=1.[CH3:17][C:18]1[CH:22]=[C:21]([CH3:23])[O:20][N:19]=1.Br[CH2:25][CH2:26][CH2:27][CH2:28][CH2:29][CH2:30][O:31][C:32]1[CH:39]=[CH:38][C:35]([C:36]#[N:37])=[CH:34][CH:33]=1>O1CCCC1>[C:36]([C:35]1[CH:38]=[CH:39][C:32]([O:31][CH2:30][CH2:29][CH2:28][CH2:27][CH2:26][CH2:25][CH2:23][C:21]2[O:20][N:19]=[C:18]([CH3:17])[CH:22]=2)=[CH:33][CH:34]=1)#[N:37] |^1:0|. Procedure: To a suspension of 301 mg of lithium wire (1/4 inch portions) in 10 ml of tetrahydrofuran under nitrogen was added 6.72 ml of diisopropylamine and 3.44 ml of styrene while maintaining the temperature at 25° C. The mixture was stirred until all the lithium had dissolved (about four hours) and then cooled to -55° C. 3,5-Dimethylisoxazole (4.3 g) in 10 ml of tetrahydrofuran was then added dropwise and the mixture stirred for an hour at -55° C. 4-(6-Bromohexyloxy)benzonitrile (12 g) in 10 ml of tetr... The reactants are [Li]CCCC (n-BuLi), C(C1=CC=CC=C1)N(CC(=O)OCC)CC1=CC=CC=C1 (ethyl 2-(dibenzylamino)-acetate), CC(C(=O)Cl)C (2-methyl-propanoyl chloride). Run in C1CCOC1 (THF), C1CCOC1 (THF). Run at time 15 minute. Yields the product C(C1=CC=CC=C1)N([C@@H](C(=O)OCC)C(C(C)C)=O)CC1=CC=CC=C1 (ethyl (2R*)-2-(dibenzylamino)-4-methyl-3-oxo-pentanoate). Isolated yield 116.1%. RXN SMILES: [Li]CCCC.[CH2:6]([N:13]([CH2:20][C:21]1[CH:26]=[CH:25][CH:24]=[CH:23][CH:22]=1)[CH2:14][C:15]([O:17][CH2:18][CH3:19])=[O:16])[C:7]1[CH:12]=[CH:11][CH:10]=[CH:9][CH:8]=1.[CH3:27][CH:28]([CH3:32])[C:29](Cl)=[O:30]>C1COCC1>[CH2:20]([N:13]([CH2:6][C:7]1[CH:8]=[CH:9][CH:10]=[CH:11][CH:12]=1)[C@H:14]([C:29](=[O:30])[CH:28]([CH3:32])[CH3:27])[C:15]([O:17][CH2:18][CH3:19])=[O:16])[C:21]1[CH:22]=[CH:23][CH:24]=[CH:25][CH:26]=1. Procedure: In a round bottomed flask, at −78° C., under argon atmosphere, a solution of DIPA (1.6 ml, 9.3 mmol) in dry THF (40 ml) was treated with n-BuLi (2.5 M in n-hexane, 3.4 ml, 8.5 mmol). After 30 min a solution of ethyl 2-(dibenzylamino)-acetate [prepared as described in Example 47, step 1] (2.2 g, 7.8 mmol) in dry THF (40 ml) was added dropwise via cannula. After 15 min, 2-methyl-propanoyl chloride (2.4 mL, 23.3 mmol) was added dropwise at −78° C. and the mixture stirred for 10 min at rt. The react... Reaction conditions: time 24 hour. The reactants are COC1=C(C=CC2=CC(=CC=C12)OC)CC(=O)OC (methyl 1,6-dimethoxy-2-naphthylacetate), C([O-])([O-])=O.[Na+].[Na+] (sodium carbonate), CO (methanol). Product: COC1=C(C=CC2=CC(=CC=C12)OC)CC(=O)O (1,6-dimethoxy-2-naphthylacetic acid). Reaction SMILES: [CH3:1][O:2][C:3]1[C:12]2[C:7](=[CH:8][C:9]([O:13][CH3:14])=[CH:10][CH:11]=2)[CH:6]=[CH:5][C:4]=1[CH2:15][C:16]([O:18]C)=[O:17].C(=O)([O-])[O-].[Na+].[Na+].CO>O>[CH3:1][O:2][C:3]1[C:12]2[C:7](=[CH:8][C:9]([O:13][CH3:14])=[CH:10][CH:11]=2)[CH:6]=[CH:5][C:4]=1[CH2:15][C:16]([OH:18])=[O:17] |f:1.2.3|. Procedure: A mixture of 25 g. of methyl 1,6-dimethoxy-2-naphthylacetate, 15 g. of sodium carbonate, 200 ml. of methanol, and 25 ml. of water are allowed to stand for 24 hours. The reaction mixture is then acidified with 200 ml. of 2N hydrochloric acid and extracted with methylene chloride. The extracts are combined, washed with water, dried over sodium sulfate, and evaporated to yield 1,6-dimethoxy-2-naphthylacetic acid. Solvent: O (water). Starting materials: CCOC(C)=O, COc1cc(C#N)ccc1[N+](=O)[O-], [H][H]. Product: COc1cc(C#N)ccc1N. RXN SMILES: [CH3:16][CH2:17][O:18][C:19](=[O:20])[CH3:21].[CH3:1][O:2][c:3]1[cH:4][c:5]([C:6]#[N:7])[cH:8][cH:9][c:10]1[N+:11]([O-:12])=[O:13].[H:14][H:15]>>[CH3:1][O:2][c:3]1[cH:4][c:5]([C:6]#[N:7])[cH:8][cH:9][c:10]1[NH2:11]. Reactants: BrC=1C=NC(=C(C(=O)OC)C1)Cl (methyl 5-bromo-2-chloronicotinate), [F-].[Cs+] (CsF). Solvent: O (H2O), CS(=O)C (DMSO). Run at time 2 day. The product is BrC=1C=NC(=C(C(=O)OC)C1)F (Methyl 5-bromo-2-fluoronicotinate). Isolated yield 56.6%. As a reaction SMILES: [Br:1][C:2]1[CH:3]=[N:4][C:5](Cl)=[C:6]([CH:11]=1)[C:7]([O:9][CH3:10])=[O:8].[F-:13].[Cs+]>CS(C)=O.O>[Br:1][C:2]1[CH:3]=[N:4][C:5]([F:13])=[C:6]([CH:11]=1)[C:7]([O:9][CH3:10])=[O:8] |f:1.2|. Procedure: To a solution of methyl 5-bromo-2-chloronicotinate (170 mg, 0.68 mmol) in 3 mL of DMSO was added CsF (152 mg, 1.0 mmol). The solution was stirred at room temperature for 2 d and then heated at 60° C. for 4 h. After cooling, the mixture was diluted with 30 mL of H2O. The aqueous solution was extracted with EtOAc and the combined organic layers were washed with brine, and dried over MgSO4. After filtration and concentration in vacuo, the residue was purified by silica gel flash chromatography to g... The reactants are CC1(C)CC(c2ccccn2)c2cc(C(=O)c3ccc([N+](=O)[O-])cc3)ccc2O1, O=C(OO)c1cccc(Cl)c1, ClCCl. Yields the product CC1(C)CC(c2cccc[n+]2[O-])c2cc(C(=O)c3ccc([N+](=O)[O-])cc3)ccc2O1. Reaction SMILES: [CH3:1][C:2]1([CH3:29])[O:3][c:4]2[c:5]([cH:14][c:15]([C:18]([c:19]3[cH:20][cH:21][c:22]([N+:25](=[O:26])[O-:27])[cH:23][cH:24]3)=[O:28])[cH:16][cH:17]2)[CH:6]([c:8]2[n:9][cH:10][cH:11][cH:12][cH:13]2)[CH2:7]1.[Cl:30][c:31]1[cH:32][cH:33][cH:34][c:35]([C:36]([O:37][OH:39])=[O:38])[cH:40]1.[Cl:41][CH2:42][Cl:43]>>[CH3:1][C:2]1([CH3:29])[O:3][c:4]2[c:5]([cH:14][c:15]([C:18]([c:19]3[cH:20][cH:21][c:22]([N+:25](=[O:26])[O-:27])[cH:23][cH:24]3)=[O:28])[cH:16][cH:17]2)[CH:6]([c:8]2[n+:9]([O-:38])[cH:10][cH:11][cH:12][cH:13]2)[CH2:7]1. The reactants are ClCCl, COc1cc(C=Cc2nc3n(n2)CCCC3C2CCNCC2)ccc1-n1cnc(C)c1, CCOC(C)=O, O, O=S(=O)(Cl)c1ccccc1. The product is COc1cc(C=Cc2nc3n(n2)CCCC3C2CCN(S(=O)(=O)c3ccccc3)CC2)ccc1-n1cnc(C)c1. As a reaction SMILES: [CH2:49]([Cl:50])[Cl:51].[CH3:11][O:12][c:13]1[cH:14][c:15]([CH:25]=[CH:26][c:27]2[n:28][n:29]3[c:30]([n:41]2)[CH:31]([CH:35]2[CH2:36][CH2:37][NH:38][CH2:39][CH2:40]2)[CH2:32][CH2:33][CH2:34]3)[cH:16][cH:17][c:18]1-[n:19]1[cH:20][n:21][c:22]([CH3:24])[cH:23]1.[CH3:43][CH2:44][O:45][C:46](=[O:47])[CH3:48].[OH2:42].[c:1]1([S:7](=[O:8])(=[O:9])[Cl:10])[cH:2][cH:3][cH:4][cH:5][cH:6]1>>[c:1]1([S:7](=[O:8])(=[O:9])[N:38]2[CH2:37][CH2:36][CH:35]([CH:31]3[c:30]4[n:29]([n:28][c:27]([CH:26]=[CH:25][c:15]5[cH:14][c:13]([O:12][CH3:11])[c:18](-[n:19]6[cH:20][n:21][c:22]([CH3:24])[cH:23]6)[cH:17][cH:16]5)[n:41]4)[CH2:34][CH2:33][CH2:32]3)[CH2:40][CH2:39]2)[cH:2][cH:3][cH:4][cH:5][cH:6]1.